Task: describe an organic reaction: reactants, conditions, products, and yield. Dataset: the Open Reaction Database (ORD), a public repository of structured organic reaction records Reactants: ice water, [N+](=O)([O-])C=1C=CC2=C(C(=CC3(CCSCC3)O2)C#N)C1 (6-nitrospiro[2H-1-benzopyran-2,4'-tetrahydrothiopyran]-4-carbonitrile), C(C)(=O)O (acetic acid), S(O)(O)(=O)=O (sulfuric acid). Solvent: O (water). The product is [N+](=O)([O-])C=1C=CC2=C(C(=CC3(CCSCC3)O2)C(=O)O)C1 (6-nitrospiro[2H-1-benzopyran-2,4'-tetrahydrothiopyran]-4-carboxylic acid). Reaction SMILES: [N+:1]([C:4]1[CH:5]=[CH:6][C:7]2[O:17][C:11]3([CH2:16][CH2:15][S:14][CH2:13][CH2:12]3)[CH:10]=C(C#N)[C:8]=2[CH:20]=1)([O-:3])=[O:2].[C:21]([OH:24])(=[O:23])[CH3:22].S(=O)(=O)(O)O>O>[N+:1]([C:4]1[CH:5]=[CH:6][C:7]2[O:17][C:11]3([CH2:16][CH2:15][S:14][CH2:13][CH2:12]3)[CH:10]=[C:22]([C:21]([OH:24])=[O:23])[C:8]=2[CH:20]=1)([O-:3])=[O:2]. Reported procedure: A mixture of 0.13 g of 6-nitrospiro[2H-1-benzopyran-2,4'-tetrahydrothiopyran]-4-carbonitrile, 10 ml of acetic acid, 5 ml of water and 5 ml of concentrated sulfuric acid was refluxed with heating for 2 hours. When the reaction mixture was poured into ice water, crystals were separated out. The crystals were dissolved into a sodium hydrogencarbonate solution and washed with methylene chloride. A water layer was acidified to be hydrochloric acid and extracted with methylene chloride. After an organ... Starting materials: CC1(C)OCC(CO)(C(C)(C)C)CO1, SCc1ccccc1, CS(=O)(=O)O, CN(C)C=O, [H-], [Na+], O. Product: CC1(C)OCC(CSCc2ccccc2)(C(C)(C)C)CO1. As a reaction SMILES: [C:16]([CH3:17])([CH3:18])([CH3:19])[C:20]1([CH2:28][OH:29])[CH2:21][O:22][C:23]([CH3:26])([CH3:27])[O:24][CH2:25]1.[CH2:3]([c:4]1[cH:5][cH:6][cH:7][cH:8][cH:9]1)[SH:10].[CH3:11][S:12]([OH:13])(=[O:14])=[O:15].[CH3:31][N:32]([CH3:33])[CH:34]=[O:35].[H-:1].[Na+:2].[OH2:30]>>[CH2:3]([c:4]1[cH:5][cH:6][cH:7][cH:8][cH:9]1)[S:10][CH2:28][C:20]1([C:16]([CH3:17])([CH3:18])[CH3:19])[CH2:21][O:22][C:23]([CH3:26])([CH3:27])[O:24][CH2:25]1. Reactants: N1=CC=CC=C1 (Pyridine), COC=1C(C(=C(C(C1OC)=O)C)CCCCCCCCCCO)=O (2,3-Dimethoxy-6-(10-hydroxydecyl)-5-methyl-1,4-benzoquinone), C(C)(=O)Cl (acetyl chloride). The solvent is ClCCl (dichloromethane). Yields the product C(C)(=O)OCCCCCCCCCCC1=C(C(C(=C(C1=O)OC)OC)=O)C (6-(10-acetoxydecyl)-2,3-dimethoxy-5-methyl-l,4-benzoquinone). RXN SMILES: [CH3:1][O:2][C:3]1[C:4](=[O:24])[C:5]([CH2:13][CH2:14][CH2:15][CH2:16][CH2:17][CH2:18][CH2:19][CH2:20][CH2:21][CH2:22][OH:23])=[C:6]([CH3:12])[C:7](=[O:11])[C:8]=1[O:9][CH3:10].N1C=CC=CC=1.[C:31](Cl)(=[O:33])[CH3:32]>ClCCl>[C:31]([O:23][CH2:22][CH2:21][CH2:20][CH2:19][CH2:18][CH2:17][CH2:16][CH2:15][CH2:14][CH2:13][C:5]1[C:4](=[O:24])[C:3]([O:2][CH3:1])=[C:8]([O:9][CH3:10])[C:7](=[O:11])[C:6]=1[CH3:12])(=[O:33])[CH3:32]. Procedure details: 2,3-Dimethoxy-6-(10-hydroxydecyl)-5-methyl-1,4-benzoquinone (3.38 g) was dissolved in dichloromethane (50 ml). Pyridine (1 ml) was added, and acetyl chloride (0.8 ml) was added with stirring under ice-cooling. After stirring for 1 hour at the same temperature, the mixture was washed with 0.1N hydrochloric acid (50 ml) followed by water (50 ml). The dichloromethane layer was concentrated under reduced pressure to obtain 6-(10-acetoxydecyl)-2,3-dimethoxy-5-methyl-l,4-benzoquinone as a red oil. Thi...